From a dataset of the Open Reaction Database (ORD), a public repository of structured organic reaction records. describe an organic reaction: reactants, conditions, products, and yield Starting materials: Oc1ccc(N2CCN(c3nc(O)c4c(n3)CCS4)CC2)cc1, O=P(Cl)(Cl)Cl. Yields the product Oc1ccc(N2CCN(c3nc(Cl)c4c(n3)CCS4)CC2)cc1. RXN SMILES: [OH:1][c:2]1[cH:3][cH:4][c:5]([N:8]2[CH2:9][CH2:10][N:11]([c:14]3[n:15][c:16]([OH:23])[c:17]4[c:18]([n:19]3)[CH2:20][CH2:21][S:22]4)[CH2:12][CH2:13]2)[cH:6][cH:7]1.[P:24]([Cl:25])([Cl:26])([Cl:27])=[O:28]>>[OH:1][c:2]1[cH:3][cH:4][c:5]([N:8]2[CH2:9][CH2:10][N:11]([c:14]3[n:15][c:16]([Cl:26])[c:17]4[c:18]([n:19]3)[CH2:20][CH2:21][S:22]4)[CH2:12][CH2:13]2)[cH:6][cH:7]1. Reactants: [Al+3], CCOC(C)=O, COc1ccccc1, [Cl-], [Cl-], [Cl-], COc1ccc(CN2C(=O)C(Cc3ccccc3Cl)N=C(c3cncc(N)c3)c3cc(Cl)ccc32)cc1, O. Yields the product Nc1cncc(C2=NC(Cc3ccccc3Cl)C(=O)Nc3ccc(Cl)cc32)c1. RXN SMILES: [Al+3:39].[CH3:43][CH2:44][O:45][C:46]([CH3:47])=[O:48].[CH3:49][O:50][c:51]1[cH:52][cH:53][cH:54][cH:55][cH:56]1.[Cl-:38].[Cl-:40].[Cl-:41].[NH2:1][c:2]1[cH:3][c:4]([C:8]2=[N:14][CH:13]([CH2:15][c:16]3[c:17]([Cl:22])[cH:18][cH:19][cH:20][cH:21]3)[C:12](=[O:23])[N:11]([CH2:24][c:25]3[cH:26][cH:27][c:28]([O:29][CH3:30])[cH:31][cH:32]3)[c:10]3[c:9]2[cH:36][c:35]([Cl:37])[cH:34][cH:33]3)[cH:5][n:6][cH:7]1.[OH2:42]>>[NH2:1][c:2]1[cH:3][c:4]([C:8]2=[N:14][CH:13]([CH2:15][c:16]3[c:17]([Cl:22])[cH:18][cH:19][cH:20][cH:21]3)[C:12](=[O:23])[NH:11][c:10]3[c:9]2[cH:36][c:35]([Cl:37])[cH:34][cH:33]3)[cH:5][n:6][cH:7]1. The reactants are COC(=O)CCCCCOc1cc2c(cc1N)nc(-c1ccccc1)n2-c1ccc(OC)cc1, [Cl-], O=S(=O)(O)c1ccc(C(F)(F)F)cc1. Yields the product COC(=O)CCCCCOc1cc2c(cc1NS(=O)(=O)c1ccc(C(F)(F)F)cc1)nc(-c1ccccc1)n2-c1ccc(OC)cc1. As a reaction SMILES: [CH3:1][O:2][C:3]([CH2:4][CH2:5][CH2:6][CH2:7][CH2:8][O:9][c:10]1[c:11]([NH2:33])[cH:12][c:13]2[c:14]([n:15](-[c:24]3[cH:25][cH:26][c:27]([O:30][CH3:31])[cH:28][cH:29]3)[c:16](-[c:18]3[cH:19][cH:20][cH:21][cH:22][cH:23]3)[n:17]2)[cH:32]1)=[O:34].[Cl-:35].[F:36][C:37]([c:38]1[cH:39][cH:40][c:41]([S:44](=[O:45])(=[O:46])[OH:47])[cH:42][cH:43]1)([F:48])[F:49]>>[CH3:1][O:2][C:3]([CH2:4][CH2:5][CH2:6][CH2:7][CH2:8][O:9][c:10]1[c:11]([NH:33][S:44]([c:41]2[cH:40][cH:39][c:38]([C:37]([F:36])([F:48])[F:49])[cH:43][cH:42]2)(=[O:45])=[O:46])[cH:12][c:13]2[c:14]([n:15](-[c:24]3[cH:25][cH:26][c:27]([O:30][CH3:31])[cH:28][cH:29]3)[c:16](-[c:18]3[cH:19][cH:20][cH:21][cH:22][cH:23]3)[n:17]2)[cH:32]1)=[O:34].